Dataset: the Open Reaction Database (ORD), a public repository of structured organic reaction records. Task: describe an organic reaction: reactants, conditions, products, and yield The reactants are C(CC=C)C1C(CCC2=CC=CC=C12)=O (1-(but-3-ene-yl)-2-tetralone), Cl.NO (hydroxylamine hydrochloride), C(C)(=O)[O-].[Na+] (sodium acetate). Run in CO (methanol). Product: C(CC=C)C1C(CCC2=CC=CC=C12)=NO (1-(But-3-ene-yl)-2-oximino-tetralin). As a reaction SMILES: [CH2:1]([CH:5]1[C:14]2[C:9](=[CH:10][CH:11]=[CH:12][CH:13]=2)[CH2:8][CH2:7][C:6]1=O)[CH2:2][CH:3]=[CH2:4].Cl.[NH2:17][OH:18].C([O-])(=O)C.[Na+]>CO>[CH2:1]([CH:5]1[C:14]2[C:9](=[CH:10][CH:11]=[CH:12][CH:13]=2)[CH2:8][CH2:7][C:6]1=[N:17][OH:18])[CH2:2][CH:3]=[CH2:4] |f:1.2,3.4|. Procedure: A mixture of 5.43 g of 1-(but-3-ene-yl)-2-tetralone, 54 ml of methanol, 2.06 g of hydroxylamine hydrochloride, and 2.41 g of sodium acetate was stirred and heated at reflux for 20 minutes. The reaction mixture was concentrated in vacuo to a small volume and the residue partitioned between ether and water. The ether layer was washed with sodium bicarbonate solution, dried over anhydrous magnesium sulfate, and concentrated to an oil, 5.78 g. The reactants are NC1=C(C(=NN1C1=C(C=C(C=C1Cl)C(F)(F)F)Cl)SC)C(C1=C(C=CC(=C1)CCC(=O)OC)C)=O (5-amino-1-(2,6-dichloro-4-trifluoromethylphenyl)-4-(5- [β-methoxycarbonylethyl]-2-methylbenzoyl)-3-methylthiopyrazole), solution, CC(C)C[AlH]CC(C)C (DIBAL). The solvent is C1CCOC1 (THF), C1CCOC1 (THF). Product: NC1=C(C(=NN1C1=C(C=C(C=C1Cl)C(F)(F)F)Cl)SC)C(C1=C(C=CC(=C1)CCCO)C)=O (5-Amino-1-(2,6-dichloro-4-trifluoromethylphenyl)-4-(5-[3-hydroxypropyl]-2-methylbenzoyl)-3-methylthiopyrazole). RXN SMILES: [NH2:1][C:2]1[N:6]([C:7]2[C:12]([Cl:13])=[CH:11][C:10]([C:14]([F:17])([F:16])[F:15])=[CH:9][C:8]=2[Cl:18])[N:5]=[C:4]([S:19][CH3:20])[C:3]=1[C:21](=[O:35])[C:22]1[CH:27]=[C:26]([CH2:28][CH2:29][C:30](OC)=[O:31])[CH:25]=[CH:24][C:23]=1[CH3:34].CC(C[AlH]CC(C)C)C>C1COCC1>[NH2:1][C:2]1[N:6]([C:7]2[C:12]([Cl:13])=[CH:11][C:10]([C:14]([F:17])([F:15])[F:16])=[CH:9][C:8]=2[Cl:18])[N:5]=[C:4]([S:19][CH3:20])[C:3]=1[C:21](=[O:35])[C:22]1[CH:27]=[C:26]([CH2:28][CH2:29][CH2:30][OH:31])[CH:25]=[CH:24][C:23]=1[CH3:34]. Reported procedure: A solution of 0.530 g (1.0 mmol) of 5-amino-1-(2,6-dichloro-4-trifluoromethylphenyl)-4-(5- [β-methoxycarbonylethyl]-2-methylbenzoyl)-3-methylthiopyrazole in 10 mL of THF was cooled in an ice bath while 1.33 mL of a 1.5 M solution of DIBAL in THF was added. The reaction mixture was warmed to room temperature and then quenched with water. The product was extracted into EtOAc, dried and concentrated. The residues were chromatographed on silica gel using mixtures of hexane/EtOAc to elute the title p... Reactants: ClCCl, O=[Cr]([O-])[O-], [Cu+2], O=C(O)c1cn2c3c(cccc13)CCC2, c1ccc2ncccc2c1. The product is c1cc2c3c(c1)ccn3CCC2. Reaction SMILES: [Cl:26][CH2:27][Cl:28].[Cr:29]([O-:30])([O-:31])=[O:32].[Cu+2:33].[c:1]1([C:13]([OH:14])=[O:15])[cH:2][n:3]2[c:12]3[c:7]([cH:8][cH:9][cH:10][c:11]13)[CH2:6][CH2:5][CH2:4]2.[cH:16]1[cH:17][c:18]2[c:19]([n:20][cH:21][cH:22][cH:23]2)[cH:24][cH:25]1>>[cH:1]1[cH:2][n:3]2[c:12]3[c:7]([cH:8][cH:9][cH:10][c:11]13)[CH2:6][CH2:5][CH2:4]2. Starting materials: intermediate 58, CC(C)N1N=CC2=C1N=C(C=C2C(=O)OCC)C2=CSC=C2 (ethyl 1-(1-methylethyl)-6-(3-thienyl)-1H-pyrazolo[3,4-b]pyridine-4-carboxylate), [OH-].[Na+] (sodium hydroxide). Run in C(C)O (Ethanol). Yields the product CC(C)N1N=CC2=C1N=C(C=C2C(=O)O)C2=CSC=C2 (1-(1-Methylethyl)-6-(3-thienyl)-1H-pyrazolo[3,4-b]pyridine-4-carboxylic acid). As a reaction SMILES: [CH3:1][CH:2]([N:4]1[C:8]2[N:9]=[C:10]([C:18]3[CH:22]=[CH:21][S:20][CH:19]=3)[CH:11]=[C:12]([C:13]([O:15]CC)=[O:14])[C:7]=2[CH:6]=[N:5]1)[CH3:3].[OH-].[Na+]>C(O)C>[CH3:3][CH:2]([N:4]1[C:8]2[N:9]=[C:10]([C:18]3[CH:22]=[CH:21][S:20][CH:19]=3)[CH:11]=[C:12]([C:13]([OH:15])=[O:14])[C:7]=2[CH:6]=[N:5]1)[CH3:1] |f:1.2|. Procedure details: The title compound was prepared in the same manner as described for intermediate 58 using ethyl 1-(1-methylethyl)-6-(3-thienyl)-1H-pyrazolo[3,4-b]pyridine-4-carboxylate (400 mg, 1.268 mmol), Ethanol (5 mL) THF (1 mL), and sodium hydroxide (2.114 mL, 6.34 mmol). The final product was collected as 370 mg (100%). LCMS E-S (M+H)=287.9. 1H NMR (400 MHz, DMSO-d6) δ ppm 1.55 (d, J=6.8 Hz, 6H), 5.34 (quin, J=6.6 Hz, 1H), 7.72 (dd, J=5.0, 3.0 Hz, 1H), 7.93 (dd, J=5.0, 1.3 Hz, 1H), 8.15 (s, 1H), 8.34 (s, ... Starting materials: C(C)OCC (diethyl ether), C(C)OC(=O)C1=CC=C(C=C1)N1C(=CC(=C1)CO)C#N (1-(4-ethoxycarbonylphenyl)-4-hydroxymethylpyrrole-2-carbonitrile), FC(C(=O)O)(F)F (trifluoroacetic acid), C(C)[SiH](CC)CC (triethylsilane). Run in CCCCCC (n-hexane), ClCCl (dichloromethane). Run at temperature 5 celsius, time 1 hour. Product: C(C)OC(=O)C1=CC=C(C=C1)N1C(=CC(=C1)C)C#N (1-(4-ethoxycarbonylphenyl)-4-methylpyrrole-2-carbonitrile). Yield: 34.7%. RXN SMILES: [CH2:1]([O:3][C:4]([C:6]1[CH:11]=[CH:10][C:9]([N:12]2[CH:16]=[C:15]([CH2:17]O)[CH:14]=[C:13]2[C:19]#[N:20])=[CH:8][CH:7]=1)=[O:5])[CH3:2].FC(F)(F)C(O)=O.C([SiH](CC)CC)C.C(OCC)C>ClCCl.CCCCCC>[CH2:1]([O:3][C:4]([C:6]1[CH:7]=[CH:8][C:9]([N:12]2[CH:16]=[C:15]([CH3:17])[CH:14]=[C:13]2[C:19]#[N:20])=[CH:10][CH:11]=1)=[O:5])[CH3:2]. Procedure: To a solution of 1-(4-ethoxycarbonylphenyl)-4-hydroxymethylpyrrole-2-carbonitrile (500 mg) in dichloromethane (5.5 ml) was added trifluoroacetic acid (2.8 ml) and triethylsilane (652 μl) in that order at 5° C. under nitrogen. The mixture was stirred at 5° C. for one and half hours and at ambient temperature for one hour and then poured into a mixture of diethyl ether and n-hexane (1:1). The mixture was washed with saturated sodium bicarbonate solution and brine, dried, and concentrated in vacuo.... Reactants: FC1(CCC2(OCCO2)CC1)C1=NC=CC=C1C (2-(8-fluoro-1,4-dioxaspiro[4.5]dec-8-yl)-3-methylpyridine), ClC=1C(=NC=CC1)C1(CCC2(OCCO2)CC1)F (3-chloro-2-(8-fluoro-1,4-dioxaspiro[4.5]dec-8-yl)pyridine). Product: FC1(CCC(CC1)=O)C1=NC=CC=C1C (4-fluoro-4-(3-methylpyridin-2-yl)cyclohexanone). As a reaction SMILES: [F:1][C:2]1([C:12]2[C:17]([CH3:18])=[CH:16][CH:15]=[CH:14][N:13]=2)[CH2:11][CH2:10][C:5]2(OCC[O:6]2)[CH2:4][CH2:3]1.ClC1C(C2(F)CCC3(OCCO3)CC2)=NC=CC=1>>[F:1][C:2]1([C:12]2[C:17]([CH3:18])=[CH:16][CH:15]=[CH:14][N:13]=2)[CH2:11][CH2:10][C:5](=[O:6])[CH2:4][CH2:3]1. Procedure: The title compound was prepared using the procedure as described in Example 1C, except for substituting the product of Example 10B for the product of Example 1B. 1H NMR (300 MHz, DMSO-d6) δ ppm 8.37 (d, J=4.4 Hz, 1 H) 7.66 (d, J=6.8 Hz, 1 H) 7.29 (dd, J=6.8, 4.4 Hz, 1 H), 2.54-2.93 (m, 4 H), 2.51 (s, 3 H), 2.18-2.46 (m, 4 H). MS (DCI) m/e 208 (M+H)+. Reactants: CC(=O)C(Cl)Cl, [Cl-], [Cl-], [Cl-], [Cl-], ClCCl, COc1ccc(F)c(F)c1, [Ti+4]. The product is COc1cc(F)c(F)cc1C=O. Reaction SMILES: [CH3:11][C:12](=[O:13])[CH:14]([Cl:15])[Cl:16].[Cl-:20].[Cl-:21].[Cl-:22].[Cl-:23].[Cl:17][CH2:18][Cl:19].[F:1][c:2]1[cH:3][c:4]([O:9][CH3:10])[cH:5][cH:6][c:7]1[F:8].[Ti+4:24]>>[F:1][c:2]1[cH:3][c:4]([O:9][CH3:10])[c:5]([CH:12]=[O:13])[cH:6][c:7]1[F:8]. Starting materials: CI, CN(C)C(C)(C)CC(C)(C)C, ClCCl, O. Yields the product CC(C)(C)CC(C)(C)[N+](C)(C)C, [I-]. RXN SMILES: [CH3:13][I:14].[CH3:2][N:3]([CH3:4])[C:5]([CH3:6])([CH3:7])[CH2:8][C:9]([CH3:10])([CH3:11])[CH3:12].[Cl:15][CH2:16][Cl:17].[OH2:1]>>[CH3:2][N+:3]([CH3:4])([C:5]([CH3:6])([CH3:7])[CH2:8][C:9]([CH3:10])([CH3:11])[CH3:12])[CH3:13].[I-:14]. The reactants are [BH3-]C#N, Nc1ccc(OCc2ccccc2)cc1, O=C1Cc2ccccc2C1, CO, Cl, [Na+]. Product: c1ccc(COc2ccc(NC3Cc4ccccc4C3)cc2)cc1. Reaction SMILES: [C:27]([BH3-:28])#[N:29].[CH2:12]([c:13]1[cH:14][cH:15][cH:16][cH:17][cH:18]1)[O:19][c:20]1[cH:21][cH:22][c:23]([NH2:24])[cH:25][cH:26]1.[CH2:1]1[C:2](=[O:10])[CH2:3][c:4]2[cH:5][cH:6][cH:7][cH:8][c:9]21.[CH3:31][OH:32].[ClH:11].[Na+:30]>>[CH2:1]1[CH:2]([NH:24][c:23]2[cH:22][cH:21][c:20]([O:19][CH2:12][c:13]3[cH:14][cH:15][cH:16][cH:17][cH:18]3)[cH:26][cH:25]2)[CH2:3][c:4]2[cH:5][cH:6][cH:7][cH:8][c:9]21.